This data is from the Open Reaction Database (ORD), a public repository of structured organic reaction records. The task is: describe an organic reaction: reactants, conditions, products, and yield Reactants: ClC1=CC=2C3(C4=CC=CC=C4C(C2C=C1)C3)C=O ((9RS,10RS)-2-chloro-9,10-dihydro-9,10-methanoanthracene-9-carboxaldehyde), aldehyde, CCCCCC (hexane), C(C)(C)O (Isopropanol), Example 1i, CC(=O)C.OS(=O)(=O)O.O=[Cr](=O)=O (Jones Reagent), carboxylic acid. Run in CC(=O)C (acetone). Reaction conditions: temperature 10 celsius, time 8 hour. Product: ClC1=CC=2C3(C4=CC=CC=C4C(C2C=C1)C3)C(=O)O ((9RS,10RS)-2-Chloro-9,10-dihydro-9,10-methanoanthracene-9-carboxylic acid). Yield: 98.7%. As a reaction SMILES: [Cl:1][C:2]1[CH:15]=[CH:14][C:13]2[CH:12]3[CH2:16][C:5]([CH:17]=[O:18])([C:6]4[C:11]3=[CH:10][CH:9]=[CH:8][CH:7]=4)[C:4]=2[CH:3]=1.CC(C)=[O:21].OS(O)(=O)=O.O=[Cr](=O)=O.CCCCCC.C(O)(C)C>CC(C)=O>[Cl:1][C:2]1[CH:15]=[CH:14][C:13]2[CH:12]3[CH2:16][C:5]([C:17]([OH:21])=[O:18])([C:6]4[C:11]3=[CH:10][CH:9]=[CH:8][CH:7]=4)[C:4]=2[CH:3]=1 |f:1.2.3|. Procedure details: A stirred solution of (9RS,10RS)-2-chloro-9,10-dihydro-9,10-methanoanthracene-9-carboxaldehyde prepared as in Example 1i (290.5 g, 1.14 moles) dissolved in acetone (5.0 L) was cooled to 10° C. and treated with Jones Reagent (950 ml, ~ 1.19 moles) over a period of 1 h. The reaction mixture was stirred overnight at room temperature, then analyzed by TLC [silica gel/methylene chloride:hexane (1:1)]. Conversion of the aldehyde (Rf =0.50) to the desired carboxylic acid (Rf =0.0-0.15) was shown to be ... Reactants: CSC(=NCCC[C@@H](C(=O)O)N)N (S-methyl-L-thiocitrulline), C(C1=CC=CC=C1)OC(=O)NCCC[C@@H](N)C(=O)O (Nδ -(benzyloxycarbonyl)-D-ornithine). Yields the product CSC(=N)NCCC[C@H](C(=O)O)N (S-Methyl-D-thiocitrulline). As a reaction SMILES: [CH3:1][S:2][C:3]([NH2:13])=[N:4][CH2:5][CH2:6][CH2:7][C@H:8]([NH2:12])[C:9]([OH:11])=[O:10].C(OC(NCCC[C@H](C(O)=O)N)=O)C1C=CC=CC=1>>[CH3:1][S:2][C:3]([NH:4][CH2:5][CH2:6][CH2:7][C@@H:8]([NH2:12])[C:9]([OH:11])=[O:10])=[NH:13]. Reported procedure: S-Methyl-D-thiocitrulline was prepared as described for S-methyl-L-thiocitrulline (Example I) except that the starting material was Nδ -(benzyloxycarbonyl)-D-ornithine (Sigma Chemicals, Inc.). Reactants: ClC1=C2C(=NC=C1B1OC(C(O1)(C)C)(C)C)N(C=C2C2=C(C=CC=C2)F)COCC[Si](C)(C)C (4-chloro-3-(2-fluoro-phenyl)-5-(4,4,5,5-tetramethyl[1,3,2]-dioxaborolan-2-yl)-1-(2-trimethylsilanyl-ethoxymethyl)-1H-pyrrolo[2,3-b]pyridine), FC=1C(=NC=CC1)CO ((3-fluoro-pyridin-2-yl)-methanol). The reagents and catalysts are C1=CC=C(C=C1)[PH+](C2=CC=CC=C2)[C]3[CH][CH][CH][CH]3.C1=CC=C(C=C1)[PH+](C2=CC=CC=C2)[C]3[CH][CH][CH][CH]3.C(Cl)Cl.Cl[Pd]Cl.[Fe] (dichloro[1,1′-bis(diphenylphosphino)ferrocene]palladium(II) dichloromethane adduct). The solvent is C1CCOC1.C(C)#N (THF Acetonitrile). Run at temperature 120 celsius, time 20 minute. Product: ClC1=C2C(=NC=C1C=1C=C(C=NC1)C(O)C1=NC=CC=C1F)N(C=C2C2=C(C=CC=C2)F)COCC[Si](C)(C)C ({5-[4-chloro-3-(fluoro-phenyl)-1-(2-trimethylsilanyl-ethoxy-methyl)-1H-pyrrolo[2,3-b]pyridine-5-yl]-pyridin-3-yl}-(3-fluoro-pyridin-2-yl)-methanol). The yield is 176.1%. RXN SMILES: [Cl:1][C:2]1[C:7](B2OC(C)(C)C(C)(C)O2)=[CH:6][N:5]=[C:4]2[N:17]([CH2:27][O:28][CH2:29][CH2:30][Si:31]([CH3:34])([CH3:33])[CH3:32])[CH:18]=[C:19]([C:20]3[CH:25]=[CH:24][CH:23]=[CH:22][C:21]=3[F:26])[C:3]=12.[F:35][C:36]1[C:37]([CH2:42][OH:43])=[N:38][CH:39]=[CH:40][CH:41]=1>C1COCC1.C(#N)C.C1C=CC([PH+]([C]2[CH][CH][CH][CH]2)C2C=CC=CC=2)=CC=1.C1C=CC([PH+]([C]2[CH][CH][CH][CH]2)C2C=CC=CC=2)=CC=1.C(Cl)Cl.Cl[Pd]Cl.[Fe]>[Cl:1][C:2]1[C:7]([C:7]2[CH:2]=[C:3]([CH:42]([C:37]3[C:36]([F:35])=[CH:41][CH:40]=[CH:39][N:38]=3)[OH:43])[CH:4]=[N:5][CH:6]=2)=[CH:6][N:5]=[C:4]2[N:17]([CH2:27][O:28][CH2:29][CH2:30][Si:31]([CH3:34])([CH3:32])[CH3:33])[CH:18]=[C:19]([C:20]3[CH:25]=[CH:24][CH:23]=[CH:22][C:21]=3[F:26])[C:3]=12 |f:2.3,4.5.6.7.8,^1:56,57,58,59,60,74,75,76,77,78|. Procedure details: A mixture of 4-chloro-3-(2-fluoro-phenyl)-5-(4,4,5,5-tetramethyl[1,3,2]-dioxaborolan-2-yl)-1-(2-trimethylsilanyl-ethoxymethyl)-1H-pyrrolo[2,3-b]pyridine (100 mg, 0.2 mmol), 5-bromo-pyridin-3-yl)-(3-fluoro-pyridin-2-yl)-methanol (57 mg, 0.2 mmol), dichloro[1,1′-bis(diphenylphosphino)ferrocene]palladium(II) dichloromethane adduct (7 mg, 0.01 mmol) in THF/Acetonitrile/saturated NaHCO3 (5 ml/5 ml/5 ml) was stirred at 120° C. in the microwave for 20 minutes. The mixture was allowed to cool down to ro...